This data is from the Open Reaction Database (ORD), a public repository of structured organic reaction records. The task is: describe an organic reaction: reactants, conditions, products, and yield Starting materials: COC(=O)c1ccc2c(C3CCCCC3)c(Br)[nH]c2c1, O=C([O-])O, COCCOC, CC1(C)OB(c2ccc(Cl)cc2N)OC1(C)C, [Na+], O, c1ccc(P(c2ccccc2)(c2ccccc2)[Pd](P(c2ccccc2)(c2ccccc2)c2ccccc2)(P(c2ccccc2)(c2ccccc2)c2ccccc2)P(c2ccccc2)(c2ccccc2)c2ccccc2)cc1. Product: COC(=O)c1ccc2c(C3CCCCC3)c(-c3ccc(Cl)cc3N)[nH]c2c1. Reaction SMILES: [Br:1][c:2]1[nH:3][c:4]2[cH:5][c:6]([C:17](=[O:18])[O:19][CH3:20])[cH:7][cH:8][c:9]2[c:10]1[CH:11]1[CH2:12][CH2:13][CH2:14][CH2:15][CH2:16]1.[C:38](=[O:39])([O-:40])[OH:41].[CH3:43][O:44][CH2:45][CH2:46][O:47][CH3:48].[Cl:21][c:22]1[cH:23][cH:24][c:25]([B:29]2[O:30][C:31]([CH3:32])([CH3:33])[C:34]([CH3:35])([CH3:36])[O:37]2)[c:26]([NH2:28])[cH:27]1.[Na+:42].[OH2:49].[cH:50]1[cH:51][cH:52][c:53]([P:54]([Pd:55]([P:56]([c:57]2[cH:58][cH:59][cH:60][cH:61][cH:62]2)([c:63]2[cH:64][cH:65][cH:66][cH:67][cH:68]2)[c:69]2[cH:70][cH:71][cH:72][cH:73][cH:74]2)([P:75]([c:76]2[cH:77][cH:78][cH:79][cH:80][cH:81]2)([c:82]2[cH:83][cH:84][cH:85][cH:86][cH:87]2)[c:88]2[cH:89][cH:90][cH:91][cH:92][cH:93]2)[P:94]([c:95]2[cH:96][cH:97][cH:98][cH:99][cH:100]2)([c:101]2[cH:102][cH:103][cH:104][cH:105][cH:106]2)[c:107]2[cH:108][cH:109][cH:110][cH:111][cH:112]2)([c:113]2[cH:114][cH:115][cH:116][cH:117][cH:118]2)[c:119]2[cH:120][cH:121][cH:122][cH:123][cH:124]2)[cH:125][cH:126]1>>[c:2]1(-[c:25]2[cH:24][cH:23][c:22]([Cl:21])[cH:27][c:26]2[NH2:28])[nH:3][c:4]2[cH:5][c:6]([C:17](=[O:18])[O:19][CH3:20])[cH:7][cH:8][c:9]2[c:10]1[CH:11]1[CH2:12][CH2:13][CH2:14][CH2:15][CH2:16]1. Reactants: CO, COC(=O)CCNC(=O)c1ccc(C(CC2CC2)Oc2ccc(-n3cc(C(F)(F)F)cn3)cc2)cc1, Cl, [Li+], [OH-], O, O. The product is O=C(O)CCNC(=O)c1ccc(C(CC2CC2)Oc2ccc(-n3cc(C(F)(F)F)cn3)cc2)cc1. As a reaction SMILES: [CH3:41][OH:42].[CH:1]1([CH2:4][CH:5]([O:6][c:7]2[cH:8][cH:9][c:10](-[n:13]3[n:14][cH:15][c:16]([C:18]([F:19])([F:20])[F:21])[cH:17]3)[cH:11][cH:12]2)[c:22]2[cH:23][cH:24][c:25]([C:26](=[O:27])[NH:28][CH2:29][CH2:30][C:31](=[O:32])[O:33][CH3:34])[cH:35][cH:36]2)[CH2:2][CH2:3]1.[ClH:40].[Li+:39].[OH-:38].[OH2:37].[OH2:43]>>[CH:1]1([CH2:4][CH:5]([O:6][c:7]2[cH:8][cH:9][c:10](-[n:13]3[n:14][cH:15][c:16]([C:18]([F:19])([F:20])[F:21])[cH:17]3)[cH:11][cH:12]2)[c:22]2[cH:23][cH:24][c:25]([C:26](=[O:27])[NH:28][CH2:29][CH2:30][C:31](=[O:32])[OH:33])[cH:35][cH:36]2)[CH2:2][CH2:3]1. Product: Cc1nc2cc(OCC(O)CN3CCN(CCCCOc4ccccc4)CC3)ccc2s1. The reactants are Cc1nc2cc(OCC(O)CN3CCNCC3)ccc2s1, CCO, CCN(C(C)C)C(C)C, ClCCCCOc1ccccc1. RXN SMILES: [CH3:22][c:23]1[s:24][c:25]2[c:26]([n:27]1)[cH:28][c:29]([O:32][CH2:33][CH:34]([CH2:35][N:36]1[CH2:37][CH2:38][NH:39][CH2:40][CH2:41]1)[OH:42])[cH:30][cH:31]2.[CH3:43][CH2:44][OH:45].[CH:13]([N:14]([CH2:15][CH3:16])[CH:17]([CH3:18])[CH3:19])([CH3:20])[CH3:21].[Cl:1][CH2:2][CH2:3][CH2:4][CH2:5][O:6][c:7]1[cH:8][cH:9][cH:10][cH:11][cH:12]1>>[CH2:2]([CH2:3][CH2:4][CH2:5][O:6][c:7]1[cH:8][cH:9][cH:10][cH:11][cH:12]1)[N:39]1[CH2:38][CH2:37][N:36]([CH2:35][CH:34]([CH2:33][O:32][c:29]2[cH:28][c:26]3[c:25]([s:24][c:23]([CH3:22])[n:27]3)[cH:31][cH:30]2)[OH:42])[CH2:41][CH2:40]1. The reactants are ClCCC1OC2=C(C(N(C1)C)=O)C=C(C=C2)F (2-(2-chloroethyl)-2,3-dihydro-7-fluoro-4-methyl-1,4-benzoxazepin-5(4H)-one), P12(=S)SP3(=S)SP(=S)(S1)SP(=S)(S2)S3 (phosphorus pentasulfide), P12(=S)SP3(=S)SP(=S)(S1)SP(=S)(S2)S3 (phosphorus pentasulfide). Solvent: C1(=CC=CC=C1)C (toluene), C(C)#N (acetonitrile). Conditions: time 2 hour. Yields the product ClCCC1OC2=C(C(N(C1)C)=S)C=C(C=C2)F (2-(2-Chloroethyl)-2,3-dihydro-7-fluoro-4-methyl-1,4-benzoxazepine-5(4H)-thione). The yield is 125.6%. RXN SMILES: [Cl:1][CH2:2][CH2:3][CH:4]1[CH2:10][N:9]([CH3:11])[C:8](=O)[C:7]2[CH:13]=[C:14]([F:17])[CH:15]=[CH:16][C:6]=2[O:5]1.P12(SP3(SP(SP(S3)(S1)=S)(=S)S2)=S)=[S:19]>C(#N)C.C1(C)C=CC=CC=1>[Cl:1][CH2:2][CH2:3][CH:4]1[CH2:10][N:9]([CH3:11])[C:8](=[S:19])[C:7]2[CH:13]=[C:14]([F:17])[CH:15]=[CH:16][C:6]=2[O:5]1. Procedure details: To 1.0 g (0.0039 mole) of 2-(2-chloroethyl)-2,3-dihydro-7-fluoro-4-methyl-1,4-benzoxazepin-5(4H)-one in 30 ml of acetonitrile was added 0.7 g (0.0016 mole) of phosphorus pentasulfide and the reaction mixture heated to reflux. After 2 hr, another 0.4 g (0.009 mole) of phosphorus pentasulfide was added and heating continued for 2 hr. The reaction mixture was diluted with 70 ml of toluene and filtered. The filtrate was washed carefully with 3×50 ml of saturated sodium bicarbonate and 50 ml of water... Run at time 2 hour. The solvent is [Cl-].[Na+].O (Brine), [Cl-].[Na+].O (Brine), C(C)(=O)OCC (ethyl acetate), O (water), C(C)#N (acetonitrile). Starting materials: C([O-])(O)=O.[Na+] (sodium bicarbonate), C(=O)(OC(C)(C)C)OC(=O)OC(C)(C)C (di-t-butyl dicarbonate), N[C@@H](CN1CC(N(CC1(C)C)C1=C(C=CC(=C1)F)C)=O)[C@H]1OC([C@@H](C1)C)=O (4-{(S)-2-amino-2-[(2S,4R)-4-methyl-5-oxotetrahydrofuran-2-yl]ethyl}-5,5-dimethyl-1-(5-fluoro-2-methylphenyl)piperazin-2-one), C([O-])([O-])=O.[Cs+].[Cs+] (cesium carbonate), CC1(N(CC(N(C1)C1=C(C=CC(=C1)F)C)=O)C[C@@H]([C@H]1OC([C@@H](C1)C)=O)NS(=O)(=O)C1=C(C=CC=C1)[N+](=O)[O-])C (N-{(S)-2-[2,2-Dimethyl-4-(5-fluoro-2-methylphenyl)-5-oxopiperazin-1-yl]-1-[(2S,4R)-4-methyl-5-oxotetrahydrofuran-2-yl]ethyl}-2-nitrobenzenesulfonamide), C1(=CC=CC=C1)S (thiophenol). Isolated yield 82.1%. Reaction SMILES: C(=O)([O-])[O-].[Cs+].[Cs+].[CH3:7][C:8]1([CH3:45])[CH2:13][N:12]([C:14]2[CH:19]=[C:18]([F:20])[CH:17]=[CH:16][C:15]=2[CH3:21])[C:11](=[O:22])[CH2:10][N:9]1[CH2:23][C@H:24]([NH:32]S(C1C=CC=CC=1[N+]([O-])=O)(=O)=O)[C@@H:25]1[CH2:29][C@@H:28]([CH3:30])[C:27](=[O:31])[O:26]1.C1(S)C=CC=CC=1.C(=O)(O)[O-].[Na+].[C:58](OC(OC(C)(C)C)=O)([O:60][C:61]([CH3:64])([CH3:63])[CH3:62])=[O:59].N[C@H]([C@@H]1C[C@@H](C)C(=O)O1)CN1C(C)(C)CN(C2C=C(F)C=CC=2C)C(=O)C1>C(#N)C.[Cl-].[Na+].O.C(OCC)(=O)C.O>[C:61]([O:60][C:58](=[O:59])[NH:32][C@H:24]([C@@H:25]1[CH2:29][C@@H:28]([CH3:30])[C:27](=[O:31])[O:26]1)[CH2:23][N:9]1[CH2:10][C:11](=[O:22])[N:12]([C:14]2[CH:19]=[C:18]([F:20])[CH:17]=[CH:16][C:15]=2[CH3:21])[CH2:13][C:8]1([CH3:7])[CH3:45])([CH3:64])([CH3:63])[CH3:62] |f:0.1.2,5.6,10.11.12|. Procedure details: 966 mg of cesium carbonate (2.96 mmol) was added to a solution of 1.39 g of N-{(S)-2-[2,2-dimethyl-4-(5-fluoro-2-methylphenyl)-5-oxopiperazin-1-yl]-1-[(2S,4R)-4-methyl-5-oxotetrahydrofuran-2-yl]ethyl}-2-nitrobenzenesulfonamide obtained in Example (101a) (2.47 mmol) and 0.53 ml of thiophenol (content: 95%) (4.94 mmol) in acetonitrile (12 ml) under a nitrogen atmosphere at room temperature, and the mixture was stirred at the same temperature for two hours. Brine was added to the reaction mixture, ... Product: C(C)(C)(C)OC(N[C@@H](CN1C(CN(C(C1)=O)C1=C(C=CC(=C1)F)C)(C)C)[C@H]1OC([C@@H](C1)C)=O)=O ({(S)-2-[2,2-Dimethyl-4-(5-fluoro-2-methylphenyl)-5-oxopiperazin-1-yl]-1-[(2S,4R)-4-methyl-5-oxotetrahydrofuran-2-yl]ethyl}carbamic acid t-butyl ester). Reactants: CN1C(CC[C@@]2(C3=C(CC[C@@H]12)C=C(C=C3)Br)C)=O ((+)-(4aR)-(10bR)-4-methyl-8-bromo-10b-methyl-1,2,3,4,4a,5,6,10b-octahydrobenzo[f]quinolin-3-one), C1(=CC=CC=C1)B(O)O (phenylboronic acid), C([O-])([O-])=O.[Na+].[Na+] (sodium carbonate), C1(=CC=CC=C1)C (toluene). The reagents and catalysts are [Pd].C1(=CC=CC=C1)P(C1=CC=CC=C1)C1=CC=CC=C1.C1(=CC=CC=C1)P(C1=CC=CC=C1)C1=CC=CC=C1.C1(=CC=CC=C1)P(C1=CC=CC=C1)C1=CC=CC=C1.C1(=CC=CC=C1)P(C1=CC=CC=C1)C1=CC=CC=C1 (tetrakis (triphenylphosphine) palladium (0)). Run in ClCCl (dichloromethane). Product: CN1C(CC[C@@]2(C3=C(CC[C@@H]12)C=C(C=C3)C3=CC=CC=C3)C)=O ((+)-(4aR)-{10bR)-4-methyl-8-phenyl-10b-methyl-1,2,3,4,4a,5,6,10b-octahydrobenzo[f]quinolin-3-one). Isolated yield 70.0%. RXN SMILES: [CH3:1][N:2]1[C@H:11]2[C@@:6]([CH3:17])([C:7]3[CH:15]=[CH:14][C:13](Br)=[CH:12][C:8]=3[CH2:9][CH2:10]2)[CH2:5][CH2:4][C:3]1=[O:18].[C:19]1(B(O)O)[CH:24]=[CH:23][CH:22]=[CH:21][CH:20]=1.C(=O)([O-])[O-].[Na+].[Na+].C1(C)C=CC=CC=1>ClCCl.[Pd].C1(P(C2C=CC=CC=2)C2C=CC=CC=2)C=CC=CC=1.C1(P(C2C=CC=CC=2)C2C=CC=CC=2)C=CC=CC=1.C1(P(C2C=CC=CC=2)C2C=CC=CC=2)C=CC=CC=1.C1(P(C2C=CC=CC=2)C2C=CC=CC=2)C=CC=CC=1>[CH3:1][N:2]1[C@H:11]2[C@@:6]([CH3:17])([C:7]3[CH:15]=[CH:14][C:13]([C:19]4[CH:24]=[CH:23][CH:22]=[CH:21][CH:20]=4)=[CH:12][C:8]=3[CH2:9][CH2:10]2)[CH2:5][CH2:4][C:3]1=[O:18] |f:2.3.4,7.8.9.10.11|. Reported procedure: A 15 mL round bottom flask was charged with (+)-(4aR)-(10bR)-4-methyl-8-bromo-10b-methyl-1,2,3,4,4a,5,6,10b-octahydrobenzo[f]quinolin-3-one (200 mg, 0.65 mmol), tetrakis (triphenylphosphine) palladium (0) (23mg, 0.02 mmol), phenylboronic acid (95 mg, 0.78 mmol) ,0.65 mL of 2M sodium carbonate solution and 2 mL of toluene, fitted with a reflux condenser, and the stirred mixture was heated at 80°, under nitrogen, for 24 h. The mixture was cooled, diluted with dichloromethane (75 mL) and washed wit...